From a dataset of the Open Reaction Database (ORD), a public repository of structured organic reaction records. describe an organic reaction: reactants, conditions, products, and yield Reactants: COC=1C=CC(=NC1OC)NC=1C=2N(N=C(C1)N1CC(CC1)C(=O)NC1=CC=C(C(=O)OC(C)(C)C)C=C1)C=CN2 (tert-butyl 4-(1-(8-(5,6-dimethoxypyridin-2-ylamino)imidazo[1,2-b]pyridazin-6-yl)pyrrolidine-3-carboxamido)benzoate), C(=O)(C(F)(F)F)O (TFA). The solvent is ClCCl (dichloromethane). Run at time 2 hour. Yields the product COC=1C=CC(=NC1OC)NC=1C=2N(N=C(C1)N1CC(CC1)C(=O)NC1=CC=C(C(=O)O)C=C1)C=CN2 (4-(1-(8-(5,6-dimethoxypyridin-2-ylamino)imidazo[1,2-b]pyridazin-6-yl)pyrrolidine-3-carboxamido)benzoic acid). The yield is 3.3%. RXN SMILES: [CH3:1][O:2][C:3]1[CH:4]=[CH:5][C:6]([NH:11][C:12]2[C:13]3[N:14]([CH:39]=[CH:40][N:41]=3)[N:15]=[C:16]([N:18]3[CH2:22][CH2:21][CH:20]([C:23]([NH:25][C:26]4[CH:38]=[CH:37][C:29]([C:30]([O:32]C(C)(C)C)=[O:31])=[CH:28][CH:27]=4)=[O:24])[CH2:19]3)[CH:17]=2)=[N:7][C:8]=1[O:9][CH3:10].C(O)(C(F)(F)F)=O>ClCCl>[CH3:1][O:2][C:3]1[CH:4]=[CH:5][C:6]([NH:11][C:12]2[C:13]3[N:14]([CH:39]=[CH:40][N:41]=3)[N:15]=[C:16]([N:18]3[CH2:22][CH2:21][CH:20]([C:23]([NH:25][C:26]4[CH:38]=[CH:37][C:29]([C:30]([OH:32])=[O:31])=[CH:28][CH:27]=4)=[O:24])[CH2:19]3)[CH:17]=2)=[N:7][C:8]=1[O:9][CH3:10]. Procedure details: A mixture of tert-butyl 4-(1-(8-(5,6-dimethoxypyridin-2-ylamino)imidazo[1,2-b]pyridazin-6-yl)pyrrolidine-3-carboxamido)benzoate (200 mg, 0.36 mmol) and TFA (2 mL) in dichloromethane (2 mL) was stirred at room temperature for 2 h. The residue was concentrated in vacuo. The crude product was purified by prep-HPLC (Gemini 5u C18 150×21.2 mm; inject volume: 3 mL/inj, flow rate: 20 mL/min; wavelength: 214 nm and 254 nm; gradient conditions: 25% acetonitrile/75% water (0.1% TFA, v/v) initially, procee... Starting materials: O=C(c1ncc[nH]1)c1ncc[nH]1, CCOC(=O)CC(=O)[O-], CCC(C)C(C)C(=O)O, CN(C)C=O, [Cl-], [Cl-], Cl, [K+], [Mg+2]. The product is CCOC(=O)CC(=O)C(C)C(C)CC. Reaction SMILES: [C:14]([c:15]1[nH:16][cH:17][cH:18][n:19]1)([c:20]1[nH:21][cH:22][cH:23][n:24]1)=[O:25].[C:4]([CH2:5][C:6](=[O:7])[O-:8])(=[O:9])[O:10][CH2:11][CH3:12].[CH3:26][CH:27]([C:28]([OH:29])=[O:30])[CH:31]([CH2:32][CH3:33])[CH3:34].[CH3:36][N:37]([CH3:38])[CH:39]=[O:40].[Cl-:1].[Cl-:3].[ClH:35].[K+:13].[Mg+2:2]>>[C:4]([CH2:5][C:6](=[O:8])[CH:27]([CH3:26])[CH:31]([CH2:32][CH3:33])[CH3:34])(=[O:9])[O:10][CH2:11][CH3:12]. Run in CC(=O)C (acetone). Procedure: Following the procedure given in Example 13a 2-hydroxydibenzofuran was interacted with 4-methylphenacylchloride in the presence of anhydrous potassium carbonate in acetone to give ω-(2-dibenzofuranyloxy)-p-methylacetophenone. Following recrystallization from 2-ethoxyethanol, this compound melted at 162°-164° C. Reaction SMILES: [OH:1][C:2]1[CH:14]=[CH:13][C:5]2[O:6][C:7]3[CH:12]=[CH:11][CH:10]=[CH:9][C:8]=3[C:4]=2[CH:3]=1.[CH3:15][C:16]1[CH:25]=[CH:24][C:19]([C:20](=[O:23])[CH2:21]Cl)=[CH:18][CH:17]=1.C(=O)([O-])[O-].[K+].[K+]>CC(C)=O>[CH:3]1[C:4]2[C:8]3[CH:9]=[CH:10][CH:11]=[CH:12][C:7]=3[O:6][C:5]=2[CH:13]=[CH:14][C:2]=1[O:1][CH2:21][C:20]([C:19]1[CH:24]=[CH:25][C:16]([CH3:15])=[CH:17][CH:18]=1)=[O:23] |f:2.3.4|. Starting materials: OC1=CC2=C(OC3=C2C=CC=C3)C=C1 (2-hydroxydibenzofuran), CC1=CC=C(C(CCl)=O)C=C1 (4-methylphenacylchloride), C([O-])([O-])=O.[K+].[K+] (potassium carbonate). Yields the product C1=C(C=CC=2OC3=C(C21)C=CC=C3)OCC(=O)C3=CC=C(C=C3)C (ω-(2-dibenzofuranyloxy)-p-methylacetophenone). Reactants: [H-].[Na+] (sodium hydride), O=C1CN(CCN1)C(=O)OC(C)(C)C (tert-butyl 3-oxopiperazine-1-carboxylate), ice, ClC1=NC=C(C=C1)CCl (2-chloro-5-(chloromethyl)pyridine), C(=O)(O)[O-].[Na+] (NaHCO3). Solvent: CN(C)C=O (DMF), CN(C)C=O (DMF). Reaction conditions: time 30 minute. The product is ClC1=CC=C(C=N1)CN1C(CN(CC1)C(=O)OC(C)(C)C)=O (tert-Butyl 4-((6-chloropyridin-3-yl)methyl)-3-oxopiperazine-1-carboxylate). The yield is 93.4%. Reaction SMILES: [H-].[Na+].[O:3]=[C:4]1[NH:9][CH2:8][CH2:7][N:6]([C:10]([O:12][C:13]([CH3:16])([CH3:15])[CH3:14])=[O:11])[CH2:5]1.[Cl:17][C:18]1[CH:23]=[CH:22][C:21]([CH2:24]Cl)=[CH:20][N:19]=1.C([O-])(O)=O.[Na+]>CN(C=O)C>[Cl:17][C:18]1[N:19]=[CH:20][C:21]([CH2:24][N:9]2[CH2:8][CH2:7][N:6]([C:10]([O:12][C:13]([CH3:16])([CH3:15])[CH3:14])=[O:11])[CH2:5][C:4]2=[O:3])=[CH:22][CH:23]=1 |f:0.1,4.5|. Procedure: To a stirred ice-cooled suspension of sodium hydride, (60% dispersion in mineral oil, 0.83 g, 21 mmol) in DMF (15 mL) was added a suspension of tert-butyl 3-oxopiperazine-1-carboxylate (2.5 g, 12 mmol) in DMF (45 mL) through a syringe. The ice-H2O bath was removed and the resulting mixture, which was a suspension, was stirred at ambient temperature for 30 min. Complete dissolution was observed. 2-chloro-5-(chloromethyl)pyridine (2.0 g, 12 mmol) was added in one portion as a solid. The resulting ... The reactants are C1(=CC=CC=C1)NC(=O)C1=NNC=C1[N+](=O)[O-] (4-Nitro-1H-pyrazole-3-carboxylic acid phenylamide), O.O.[Sn](Cl)Cl (tin (II) chloride dihydrate). Solvent: C(C)O (ethanol). Yields the product C1(=CC=CC=C1)NC(=O)C1=NNC=C1N (4-Amino-1H-pyrazole-3-carboxylic acid phenylamide). Isolated yield 17.3%. Reaction SMILES: [C:1]1([NH:7][C:8]([C:10]2[C:14]([N+:15]([O-])=O)=[CH:13][NH:12][N:11]=2)=[O:9])[CH:6]=[CH:5][CH:4]=[CH:3][CH:2]=1.O.O.[Sn](Cl)Cl>C(O)C>[C:1]1([NH:7][C:8]([C:10]2[C:14]([NH2:15])=[CH:13][NH:12][N:11]=2)=[O:9])[CH:2]=[CH:3][CH:4]=[CH:5][CH:6]=1 |f:1.2.3|. Reported procedure: 4-Nitro-1H-pyrazole-3-carboxylic acid phenylamide (100 mg; 0.43 mmol) was dissolved in ethanol (5 ml), treated with tin (II) chloride dihydrate (500 mg; 2.15 mmol) then heated at reflux overnight. The reaction mixture was cooled and evaporated. The residue was partitioned between ethyl acetate and brine, and the ethyl acetate layer was separated, dried (MgSO4), filtered and evaporated. The crude product was purified by flash column chromatography eluting with 1:1 ethyl acetate /petroleum ether t...